Dataset: the Open Reaction Database (ORD), a public repository of structured organic reaction records. Task: describe an organic reaction: reactants, conditions, products, and yield The reactants are Brc1ccc(Br)nc1, CS(C)=O, C[O-], [Na+]. The product is COc1ccc(Br)cn1. Reaction SMILES: [Br:1][c:2]1[n:3][cH:4][c:5]([Br:8])[cH:6][cH:7]1.[CH3:12][S:13]([CH3:14])=[O:15].[CH3:9][O-:10].[Na+:11]>>[c:2]1([O:10][CH3:9])[n:3][cH:4][c:5]([Br:8])[cH:6][cH:7]1. Reactants: N(=[N+]=[N-])[C@H]([C@@H]1C[C@H](C(=O)O1)C(C)C)CC1CCCCC1 (5(S)-azido-6-cyclohexyl-2(S)-isopropyl-4(S)-hexanolide). Run in C(CCC)N (n-butylamine). The product is C(CCC)NC([C@@H](C[C@@H]([C@H](CC1CCCCC1)N=[N+]=[N-])O)C(C)C)=O (5(S)-azido-6-cyclohexyl-4(S)-hydroxy-2(S)-isopropylhexanoic acid n-butylamide). RXN SMILES: [N:1]([C@@H:4]([CH2:14][CH:15]1[CH2:20][CH2:19][CH2:18][CH2:17][CH2:16]1)[C@H:5]1[O:10][C:8](=[O:9])[C@H:7]([CH:11]([CH3:13])[CH3:12])[CH2:6]1)=[N+:2]=[N-:3]>C(N)CCC>[CH2:4]([NH:1][C:8](=[O:9])[C@H:7]([CH:11]([CH3:13])[CH3:12])[CH2:6][C@H:5]([OH:10])[C@@H:4]([N:1]=[N+:2]=[N-:3])[CH2:14][CH:15]1[CH2:20][CH2:19][CH2:18][CH2:17][CH2:16]1)[CH2:5][CH2:6][CH3:7]. Reported procedure: 24.9 g (0.09 mol) of 5(S)-azido-6-cyclohexyl-2(S)-isopropyl-4(S)-hexanolide in 250 ml of n-butylamine are boiled under reflux for 10 hours. After evaporating off the solvent, the residue is recrystallised from hexane: m.p. 100°-100.5°. The reactants are [BH4-], C1CCOC1, CCO, CCOC(=O)C1=Cc2cc(C)cc(C=O)c2OC1C(F)(F)F, [Na+]. Yields the product CCOC(=O)C1=Cc2cc(C)cc(CO)c2OC1C(F)(F)F. As a reaction SMILES: [BH4-:23].[CH2:25]1[O:26][CH2:27][CH2:28][CH2:29]1.[CH3:30][CH2:31][OH:32].[CH:1](=[O:2])[c:3]1[cH:4][c:5]([CH3:22])[cH:6][c:7]2[c:12]1[O:11][CH:10]([C:13]([F:14])([F:15])[F:16])[C:9]([C:17](=[O:18])[O:19][CH2:20][CH3:21])=[CH:8]2.[Na+:24]>>[CH2:1]([OH:2])[c:3]1[cH:4][c:5]([CH3:22])[cH:6][c:7]2[c:12]1[O:11][CH:10]([C:13]([F:14])([F:15])[F:16])[C:9]([C:17](=[O:18])[O:19][CH2:20][CH3:21])=[CH:8]2.